This data is from the Open Reaction Database (ORD), a public repository of structured organic reaction records. The task is: describe an organic reaction: reactants, conditions, products, and yield Starting materials: C(C)OCC=1N(C2=C(C(=NC(=C2C)C)OC2=CC=CC=C2)N1)CCOCCCC=1C=NC=CC1 (2-(ethoxymethyl)-6,7-dimethyl-4-phenoxy-1-[2-(3-pyridin-3-ylpropoxy)ethyl]-1H-imidazo[4,5-c]pyridine), C(C)(=O)[O-].[NH4+] (ammonium acetate). Solvent: C(C)(=O)OCC (ethyl acetate). Conditions: time 65 hour. Yields the product C(C)OCC=1N(C2=C(C(=NC(=C2C)C)N)N1)CCOCCCC=1C=NC=CC1 (2-(ethoxymethyl)-6,7-dimethyl-1-[2-(3-pyridin-3-ylpropoxy)ethyl]-1H-imidazo[4,5-c]pyridin-4-amine). As a reaction SMILES: [CH2:1]([O:3][CH2:4][C:5]1[N:6]([CH2:23][CH2:24][O:25][CH2:26][CH2:27][CH2:28][C:29]2[CH:30]=[N:31][CH:32]=[CH:33][CH:34]=2)[C:7]2[C:12]([CH3:13])=[C:11]([CH3:14])[N:10]=[C:9](OC3C=CC=CC=3)[C:8]=2[N:22]=1)[CH3:2].C([O-])(=O)C.[NH4+:39]>C(OCC)(=O)C>[CH2:1]([O:3][CH2:4][C:5]1[N:6]([CH2:23][CH2:24][O:25][CH2:26][CH2:27][CH2:28][C:29]2[CH:30]=[N:31][CH:32]=[CH:33][CH:34]=2)[C:7]2[C:12]([CH3:13])=[C:11]([CH3:14])[N:10]=[C:9]([NH2:39])[C:8]=2[N:22]=1)[CH3:2] |f:1.2|. Procedure details: Under a nitrogen atmosphere, 2-(ethoxymethyl)-6,7-dimethyl-4-phenoxy-1-[2-(3-pyridin-3-ylpropoxy)ethyl]-1H-imidazo[4,5-c]pyridine (4.6 g) from Part A and ammonium acetate (46 g) were heated in a sealed tube to 150° C. After 65 hours, NMR analysis indicated that the reaction was complete. The reaction mixture was cooled to ambient temperature, dissolved in ethyl acetate, and washed 3 times with 1N potassium hydroxide and once with water. The organic layers were dried with magnesium sulfate and co... The reactants are C1=CC=C(C=C1)C(C(F)(F)F)(C(F)(F)F)OS(C2=CC=CC=C2)(C3=CC=CC=C3)OC(C4=CC=CC=C4)(C(F)(F)F)C(F)(F)F (Martin sulfurane), C1=CC=C(C=C1)C(C(F)(F)F)(C(F)(F)F)OS(C2=CC=CC=C2)(C3=CC=CC=C3)OC(C4=CC=CC=C4)(C(F)(F)F)C(F)(F)F (bis [α,α-bis(trifluoromethyl)benzenemethanolato]-diphenyl-sulfur), C(C1=CC=CC=C1)(=O)O[C@@H]1C([C@@H]2CC([C@H]3[C@@]4(CC[C@H]([C@@H](CCCC(C)C)C)[C@]4(CC[C@@H]3[C@]2(CC1)C)C)C#N)O)(C)C (3β-benzoyloxy-14α-cyano-4,4-di-methyl-5α-cholestan-7-ol). Run in ClCCl (dichloromethane), ClCCl (dichloromethane). Run at time 6 hour. Product: C(C1=CC=CC=C1)(=O)O[C@@H]1C([C@@H]2C=C[C@H]3[C@@]4(CC[C@H]([C@@H](CCCC(C)C)C)[C@]4(CC[C@@H]3[C@]2(CC1)C)C)C#N)(C)C (3β-benzoyloxy-14α-cyano-4,4-dimethyl-5α-cholest-6-ene). Isolated yield 81.7%. RXN SMILES: [C:1]([O:9][C@H:10]1[CH2:34][CH2:33][C@@:32]2([CH3:35])[C@@H:12]([CH2:13][CH:14](O)[C@@H:15]3[C@@H:31]2[CH2:30][CH2:29][C@@:28]2([CH3:36])[C@@:16]3([C:37]#[N:38])[CH2:17][CH2:18][C@@H:19]2[C@H:20]([CH3:27])[CH2:21][CH2:22][CH2:23][CH:24]([CH3:26])[CH3:25])[C:11]1([CH3:41])[CH3:40])(=[O:8])[C:2]1[CH:7]=[CH:6][CH:5]=[CH:4][CH:3]=1.C1C=CC(C(OS(OC(C(F)(F)F)(C(F)(F)F)C2C=CC=CC=2)(C2C=CC=CC=2)C2C=CC=CC=2)(C(F)(F)F)C(F)(F)F)=CC=1>ClCCl>[C:1]([O:9][C@H:10]1[CH2:34][CH2:33][C@@:32]2([CH3:35])[C@@H:12]([CH:13]=[CH:14][C@@H:15]3[C@@H:31]2[CH2:30][CH2:29][C@@:28]2([CH3:36])[C@@:16]3([C:37]#[N:38])[CH2:17][CH2:18][C@@H:19]2[C@H:20]([CH3:27])[CH2:21][CH2:22][CH2:23][CH:24]([CH3:26])[CH3:25])[C:11]1([CH3:41])[CH3:40])(=[O:8])[C:2]1[CH:3]=[CH:4][CH:5]=[CH:6][CH:7]=1. Procedure details: To a solution of 3β-benzoyloxy-14α-cyano-4,4-di-methyl-5α-cholestan-7-ol (100 mg, 0.18 mmole) prepared as in Example 13(iv), in dichloromethane (2.5 mL) held at -78° C. was added Martin sulfurane dehydrating agent (bis [α,α-bis(trifluoromethyl)benzenemethanolato]-diphenyl-sulfur) (240 mg, 0.36 mmole) in dichloromethane (2.5 mL). The mixture was warmed to ambient temperature, stirred for an additional 6 hours, concentrated in vacuo and the residue was triturated with methanol to give 3β-benzoylox... Starting materials: C(C)OC(=O)N1CCC(CC1)C1=CNC2=CC=CC=C12 (4-(1H-indol-3-yl)-piperidine-carboxylic acid ethyl ester), BrCCOC (1-bromo-2-methoxyethane). Reaction conditions: time 24 hour. Yields the product C(C)OC(=O)N1CCC(CC1)C1=CN(C2=CC=CC=C12)CCOC (4-[1-(2-methoxyethyl)-1H-indol-3-yl]-piperidine-1-carboxylic acid ethyl ester). Yield: 98.4%. Reaction SMILES: [CH2:1]([O:3][C:4]([N:6]1[CH2:11][CH2:10][CH:9]([C:12]2[C:20]3[C:15](=[CH:16][CH:17]=[CH:18][CH:19]=3)[NH:14][CH:13]=2)[CH2:8][CH2:7]1)=[O:5])[CH3:2].Br[CH2:22][CH2:23][O:24][CH3:25]>>[CH2:1]([O:3][C:4]([N:6]1[CH2:11][CH2:10][CH:9]([C:12]2[C:20]3[C:15](=[CH:16][CH:17]=[CH:18][CH:19]=3)[N:14]([CH2:22][CH2:23][O:24][CH3:25])[CH:13]=2)[CH2:8][CH2:7]1)=[O:5])[CH3:2]. Procedure details: This compound was prepared following the procedure described in example 1, part D, starting with 5.5 g (0.02 mol) of 4-(1H-indol-3-yl)-piperidine-carboxylic acid ethyl ester and 2.3 ml (0.0233 mol) of 1-bromo-2-methoxyethane. The reaction mixture was stirred at room temperature for 24 h and after standard work-up, 6.5 g (98% of yield) of 4-[1-(2-methoxyethyl)-1H-indol-3-yl]-piperidine-1-carboxylic acid ethyl ester were obtained. The reactants are [N+](=O)([O-])C=1C=CC=C2C=C(C=NC12)O (8-nitro-quinolin-3-ol), IC (iodomethane). The product is [N+](=O)([O-])C=1C=CC=C2C=C(C=NC12)OC (8-Nitro-3-methoxy-quinoline). Isolated yield 26.0%. As a reaction SMILES: [N+:1]([C:4]1[CH:5]=[CH:6][CH:7]=[C:8]2[C:13]=1[N:12]=[CH:11][C:10]([OH:14])=[CH:9]2)([O-:3])=[O:2].I[CH3:16]>>[N+:1]([C:4]1[CH:5]=[CH:6][CH:7]=[C:8]2[C:13]=1[N:12]=[CH:11][C:10]([O:14][CH3:16])=[CH:9]2)([O-:3])=[O:2]. Procedure: In a manner analogous to that described in Example 30 a) the alkylation of the 8-nitro-quinolin-3-ol (CAS25369-37-3) with iodomethane yielded the title compound as a yellow solid (yield 26%). Starting materials: C(C1=CC=CC=C1)N[C@@H](CO)CO[Si](C)(C)C(C)(C)C ((2S)-2-(benzylamino)-3-{[tert-butyl(dimethyl)silyl]oxy}propan-1-ol), C(Cl)[C@H]1CO1 ((R)-(−)-epichlorohydrin), Cl(=O)(=O)(=O)[O-].[Li+] (Lithium perchlorate), C[O-].[Na+] (sodium methoxide), solution, C[O-].[Na+] (NaOMe). The solvent is C1(=CC=CC=C1)C (toluene), [NH4+].[Cl-] (NH4Cl), C1(=CC=CC=C1)C (Toluene), CO (MeOH), CO (MeOH), CO (MeOH). Conditions: time 48 hour. Yields the product C(C1=CC=CC=C1)N1C[C@H](OC[C@H]1CO[Si](C)(C)C(C)(C)C)CO ([(2S,5S)-4-benzyl-5-({[tert-butyl(dimethyl)silyl]oxy}methyl)morpholin-2-yl]methanol). RXN SMILES: [CH2:1]([NH:8][C@H:9]([CH2:12][O:13][Si:14]([C:17]([CH3:20])([CH3:19])[CH3:18])([CH3:16])[CH3:15])[CH2:10][OH:11])[C:2]1[CH:7]=[CH:6][CH:5]=[CH:4][CH:3]=1.[CH2:21]([C@@H:23]1[O:25][CH2:24]1)Cl.Cl([O-])(=O)(=O)=O.[Li+].C[O-].[Na+]>C1(C)C=CC=CC=1.CO.[NH4+].[Cl-]>[CH2:1]([N:8]1[C@H:9]([CH2:12][O:13][Si:14]([C:17]([CH3:20])([CH3:19])[CH3:18])([CH3:15])[CH3:16])[CH2:10][O:11][C@H:23]([CH2:24][OH:25])[CH2:21]1)[C:2]1[CH:7]=[CH:6][CH:5]=[CH:4][CH:3]=1 |f:2.3,4.5,8.9|. Reported procedure: To (2S)-2-(benzylamino)-3-{[tert-butyl(dimethyl)silyl]oxy}propan-1-ol (1 eq) in Toluene (0.3 M) at rt was added (R)-(−)-epichlorohydrin (1.3 eq.) and Lithium perchlorate (1.3 eq) was then slowly added over 2 hours. The mixture was stirred at rt for 48 hrs and sodium methoxide (2.5 eq of a 25% solution of NaOMe in MeOH) was added. MeOH was then added to the reaction mixture to obtain a 4:1 ratio of toluene:MeOH as solvent. The reaction mixture was stirred for 48 hrs at rt and diluted with saturat... Reactants: [Na].C(#N)C1=CC(=C(NS(=O)(=O)C2=CC=C(C=C2)C)C=C1)[N+](=O)[O-] (4′-cyano-2′-nitro-p-toluenesulfonanilide sodium salt), CN(C)C=O (DMF), C(C)(C)I (isopropyl iodide). Solvent: O (Water). Reaction conditions: time 3 hour. The product is C(#N)C1=CC(=C(N(S(=O)(=O)C2=CC=C(C=C2)C)C(C)C)C=C1)[N+](=O)[O-] (4′-Cyano-N-isopropyl-2′-nitro-p-toluenesulfonanilide). The yield is 8.8%. RXN SMILES: [Na].[C:2]([C:4]1[CH:20]=[CH:19][C:7]([NH:8][S:9]([C:12]2[CH:17]=[CH:16][C:15]([CH3:18])=[CH:14][CH:13]=2)(=[O:11])=[O:10])=[C:6]([N+:21]([O-:23])=[O:22])[CH:5]=1)#[N:3].CN(C=O)C.[CH:29](I)([CH3:31])[CH3:30]>O>[C:2]([C:4]1[CH:20]=[CH:19][C:7]([N:8]([CH:29]([CH3:31])[CH3:30])[S:9]([C:12]2[CH:13]=[CH:14][C:15]([CH3:18])=[CH:16][CH:17]=2)(=[O:11])=[O:10])=[C:6]([N+:21]([O-:23])=[O:22])[CH:5]=1)#[N:3] |f:0.1,^1:0|. Procedure details: To a mixture of 4′-cyano-2′-nitro-p-toluenesulfonanilide sodium salt (1330 g (3.92 mol)) and DMF (3000 ml), under heating in an oil bath kept at 110° C., isopropyl iodide (2019 g (11.8 mol)) was added over a period of 1.5 hours. After completion of the addition, the mixture was further heated at the same temperature with stirring for 3 hours, and then left to cool to room temperature. Water (1500 ml) was added to bring about separation of crystals. The crystals were filtered, washed with water, ... Starting materials: COC(N(C)C)OC (N,N,-Dimethylformamide dimethyl acetal), C(C)(=O)C=1C=C(C=C(C1)C(F)(F)F)S(=O)(=O)N[C@@H]1C[C@@H](CCC1)N1C=NN=C1 (3-acetyl-N-[(1S,3R)-3-(4H-1,2,4-triazol-4-yl)cyclohexyl]-5-(trifluoromethyl)benzenesulfonamide). Solvent: CCO (EtOH). Conditions: temperature 100 celsius. The product is CN(/C=C/C(=O)C=1C=C(C=C(C1)C(F)(F)F)S(=O)(=O)N[C@@H]1C[C@@H](CCC1)N1C=NN=C1)C (3-[(2E)-3-(dimethylamino)prop-2-enoyl]-N-[(1S,3R)-3-(4H-1,2,4-triazol-4-yl)cyclohexyl]-5-(trifluoromethyl)benzenesulfonamide). As a reaction SMILES: CO[CH:3](OC)[N:4]([CH3:6])[CH3:5].[C:9]([C:12]1[CH:13]=[C:14]([S:22]([NH:25][C@H:26]2[CH2:31][CH2:30][CH2:29][C@@H:28]([N:32]3[CH:36]=[N:35][N:34]=[CH:33]3)[CH2:27]2)(=[O:24])=[O:23])[CH:15]=[C:16]([C:18]([F:21])([F:20])[F:19])[CH:17]=1)(=[O:11])[CH3:10]>CCO>[CH3:6][N:4]([CH3:5])/[CH:3]=[CH:10]/[C:9]([C:12]1[CH:13]=[C:14]([S:22]([NH:25][C@H:26]2[CH2:31][CH2:30][CH2:29][C@@H:28]([N:32]3[CH:33]=[N:34][N:35]=[CH:36]3)[CH2:27]2)(=[O:23])=[O:24])[CH:15]=[C:16]([C:18]([F:20])([F:19])[F:21])[CH:17]=1)=[O:11]. Reported procedure: N,N,-Dimethylformamide dimethyl acetal (200 μL, 1.49 mmol) was added to a stirred solution of 9a (100 mg, 0.240 mmol) in EtOH (1.50 mL). The mixture was placed in a sealed tube and heated in a microwave reactor at 100° C. for 2 h. After cooling to rt, the reaction mixture was concentrated in vacuo, and the resulting crude residue was purified by preparative thin layer chromatography on silica gel (10% MeOH/DCM as eluent) to afford the title compound, 9b. m/z (ES) 472 (MH)+